This data is from the Open Reaction Database (ORD), a public repository of structured organic reaction records. The task is: describe an organic reaction: reactants, conditions, products, and yield Product: COC(=O)C1=CC2=C(N(C(=N2)CC=2OC=CC2)C(CC)CC)C=C1 (1-(1-Ethyl-propyl)-2-furan-2-ylmethyl-1H-benzoimidazole-5-carboxylic acid methyl ester). Reported procedure: 4.70 g of 4-(1-Ethyl-propylamino)-3-(2-furan-2-yl-acetylamino)-benzoic acid methyl ester were dissolved in 25 ml of dry dioxane and 50 ml of 4M hydrochloric acid in dioxane were added. The reaction was heated to reflux for 10 h and concentrated to yield 4.70 g (100%) of 1-(1-Ethyl-propyl)-2-furan-2-ylmethyl-1H-benzoimidazole-5-carboxylic acid methyl ester which was used in the next step without further purification. Yield: 105.5%. The solvent is O1CCOCC1 (dioxane), O1CCOCC1 (dioxane). The reactants are COC(C1=CC(=C(C=C1)NC(CC)CC)NC(CC=1OC=CC1)=O)=O (4-(1-Ethyl-propylamino)-3-(2-furan-2-yl-acetylamino)-benzoic acid methyl ester), Cl (hydrochloric acid). As a reaction SMILES: [CH3:1][O:2][C:3](=[O:25])[C:4]1[CH:9]=[CH:8][C:7]([NH:10][CH:11]([CH2:14][CH3:15])[CH2:12][CH3:13])=[C:6]([NH:16][C:17](=O)[CH2:18][C:19]2[O:20][CH:21]=[CH:22][CH:23]=2)[CH:5]=1.Cl>O1CCOCC1>[CH3:1][O:2][C:3]([C:4]1[CH:9]=[CH:8][C:7]2[N:10]([CH:11]([CH2:14][CH3:15])[CH2:12][CH3:13])[C:17]([CH2:18][C:19]3[O:20][CH:21]=[CH:22][CH:23]=3)=[N:16][C:6]=2[CH:5]=1)=[O:25]. The reactants are ClC1=NC(=NC(=C1)Cl)N1[C@H](COCC1)C ((3S)-4-(4,6-dichloropyrimidin-2-yl)-3-methylmorpholine), C(CCC)[Li] (n-butyllithium), Cl (HCl), O1S(OCC1)(=O)=O (1,3,2-dioxathiolane 2,2-dioxide). The solvent is C1CCOC1 (THF). Reaction conditions: temperature 40 celsius, time 30 minute. Product: ClC1=NC(=NC(=C1CCO)Cl)N1[C@H](COCC1)C (2-{4,6-dichloro-2-[(3S)-3-methylmorpholin-4-yl]pyrimidin-5-yl}ethanol). As a reaction SMILES: [Cl:1][C:2]1[CH:7]=[C:6]([Cl:8])[N:5]=[C:4]([N:9]2[CH2:14][CH2:13][O:12][CH2:11][C@@H:10]2[CH3:15])[N:3]=1.C([Li])CCC.[O:21]1[CH2:25][CH2:24]OS1(=O)=O.Cl>C1COCC1>[Cl:8][C:6]1[C:7]([CH2:24][CH2:25][OH:21])=[C:2]([Cl:1])[N:3]=[C:4]([N:9]2[CH2:14][CH2:13][O:12][CH2:11][C@@H:10]2[CH3:15])[N:5]=1. Procedure: To a solution of (3S)-4-(4,6-dichloropyrimidin-2-yl)-3-methylmorpholine (992 mg, 4.0 mmol) in THF (20 mL) was added n-butyllithium (1.56 mL, 1.6 M) dropwise at −78° C. and the mixture was stirred for 30 min. 1,3,2-dioxathiolane 2,2-dioxide (672 mg, 5.41 mmol) was added, and stirring was continued for 30 min, whereupon 6 N HCl (13.3 mL) was added. The reaction mixture was stirred for 18 h and then heated at 40° C. for 4 h. The reaction mixture was extracted with ethyl acetate, and the organic lay...